This data is from the Open Reaction Database (ORD), a public repository of structured organic reaction records. The task is: describe an organic reaction: reactants, conditions, products, and yield Reactants: C1CCOC1, CC(C)CCON=O, [Cu]I, ICI, COC(=O)c1cc(N)c(C#N)cc1C(F)(F)F. The product is COC(=O)c1cc(I)c(C#N)cc1C(F)(F)F. Reaction SMILES: [CH2:29]1[O:30][CH2:31][CH2:32][CH2:33]1.[CH3:21][CH:22]([CH2:23][CH2:24][O:25][N:26]=[O:27])[CH3:28].[Cu:34][I:35].[I:18][CH2:19][I:20].[NH2:1][c:2]1[c:3]([C:16]#[N:17])[cH:4][c:5]([C:12]([F:13])([F:14])[F:15])[c:6]([C:7](=[O:8])[O:9][CH3:10])[cH:11]1>>[c:2]1([I:18])[c:3]([C:16]#[N:17])[cH:4][c:5]([C:12]([F:13])([F:14])[F:15])[c:6]([C:7](=[O:8])[O:9][CH3:10])[cH:11]1. Starting materials: C(C1=CC=CC=C1)(=O)O[C@H]1C[C@]2(C(=C(C(N2C1)=O)C1=CC(=CC(=C1)Cl)Cl)CC)CC1=CC=C(C=C1)Br ((2S,7aS)-7a-(4-Bromobenzyl)-6-(3,5-dichlorophenyl)-7-ethyl-5-oxo-2,3,5,7a-tetrahydro-1H-pyrrolizin-2-yl benzoate), [OH-].[Na+] (NaOH). Run in CO (MeOH), C1CCOC1 (THF). Run at time 5 hour. Product: BrC1=CC=C(C[C@]23C[C@@H](CN3C(C(=C2CC)C2=CC(=CC(=C2)Cl)Cl)=O)O)C=C1 ((6S, 7aS)-7a-(4-Bromobenzyl)-2-(3,5-dichlorophenyl)-1-ethyl-6-hydroxy-5,6,7,7a-tetrahydro-3H-pyrrolizin-3-one). Isolated yield 42.0%. As a reaction SMILES: C([O:9][C@@H:10]1[CH2:17][N:16]2[C@:12]([CH2:29][C:30]3[CH:35]=[CH:34][C:33]([Br:36])=[CH:32][CH:31]=3)([C:13]([CH2:27][CH3:28])=[C:14]([C:19]3[CH:24]=[C:23]([Cl:25])[CH:22]=[C:21]([Cl:26])[CH:20]=3)[C:15]2=[O:18])[CH2:11]1)(=O)C1C=CC=CC=1.[OH-].[Na+]>C1COCC1.CO>[Br:36][C:33]1[CH:32]=[CH:31][C:30]([CH2:29][C@:12]23[C:13]([CH2:27][CH3:28])=[C:14]([C:19]4[CH:20]=[C:21]([Cl:26])[CH:22]=[C:23]([Cl:25])[CH:24]=4)[C:15](=[O:18])[N:16]2[CH2:17][C@@H:10]([OH:9])[CH2:11]3)=[CH:35][CH:34]=1 |f:1.2|. Reported procedure: (2S,7aS)-7a-(4-Bromobenzyl)-6-(3,5-dichlorophenyl)-7-ethyl-5-oxo-2,3,5,7a-tetrahydro-1H-pyrrolizin-2-yl benzoate VIIb (5 mg, 0.01 mmol) was suspended in THF (1 mL) and treated with 1N aqueous NaOH (50 uL). The reaction was stirred for 5 h, diluted with MeOH (1 mL) and purified on preparative HPLC using MeOH, H2O, TFA(0.1%) as the eluant to give (6S, 7aS)-7a-(4-Bromobenzyl)-2-(3,5-dichlorophenyl)-1-ethyl-6-hydroxy-5,6,7,7a-tetrahydro-3H-pyrrolizin-3-one VIII, (2 mg, 42%) LCMS, (m/z) 480/482 (M++H... Reactants: FC1=C(C=C(C=C1F)[N+](=O)[O-])CC(=O)O ((2,3-difluoro-5-nitrophenyl)acetic acid), solution, CN (methylamine), O (water), Cl (Hydrochloric acid). Run in CS(=O)C (DMSO). Reaction conditions: temperature 45 celsius, time 1 hour. Product: FC=1C=C(C=C2CC(N(C12)C)=O)[N+](=O)[O-] (7-fluoro-1-methyl-5-nitro-1,3-dihydro-indol-2-one). As a reaction SMILES: F[C:2]1[C:7]([F:8])=[CH:6][C:5]([N+:9]([O-:11])=[O:10])=[CH:4][C:3]=1[CH2:12][C:13]([OH:15])=O.[CH3:16][NH2:17].O.Cl>CS(C)=O>[F:8][C:7]1[CH:6]=[C:5]([N+:9]([O-:11])=[O:10])[CH:4]=[C:3]2[C:2]=1[N:17]([CH3:16])[C:13](=[O:15])[CH2:12]2. Procedure: Crude (2,3-difluoro-5-nitrophenyl)acetic acid (12, 1.00 g, 0.00461 mol) and a 40% solution of methylamine in water (3 eq., 1.20 ml, 0.0138 mol) are mixed in DMSO (5 ml) and stirred at 45° C. for 1 hour. 2N Hydrochloric acid (20 ml) is added in one portion and the mixture stirred at room temperature for 1 hour. The reaction mixture is extracted with ethyl acetate and the extract washed with saturated aqueous sodium bicarbonate and brine, dried (MgSO4) and evaporated. The residue is purified by fl... Reactants: CNc1ccccc1Br, CC(=O)O, CC(C)=O, CC(Cl)Cl, [Na+], [OH-]. Product: CC(C)N(C)c1ccccc1Br. As a reaction SMILES: [Br:1][c:2]1[c:3]([NH:4][CH3:5])[cH:6][cH:7][cH:8][cH:9]1.[C:14]([OH:15])(=[O:16])[CH3:17].[CH3:10][C:11]([CH3:12])=[O:13].[Cl:20][CH:21]([Cl:22])[CH3:23].[Na+:19].[OH-:18]>>[Br:1][c:2]1[c:3]([N:4]([CH3:5])[CH:11]([CH3:10])[CH3:12])[cH:6][cH:7][cH:8][cH:9]1.